Dataset: the Open Reaction Database (ORD), a public repository of structured organic reaction records. Task: describe an organic reaction: reactants, conditions, products, and yield Reactants: C(CCC)(OC)(OC)OC (trimethyl orthobutyrate), ClC1=NC2=CC=CC=C2C(=C1N)NCC1=CC(=NO1)C1=CC=C(C=C1)F (2-chloro-N4-{[3-(4-fluorophenyl)isoxazol-5-yl]methyl}quinoline-3,4-diamine). The reagents and catalysts are Cl.N1=CC=CC=C1 (pyridine hydrochloride). The solvent is C1(=CC=CC=C1)C (toluene). Conditions: temperature 110 celsius. Yields the product ClC1=NC=2C=CC=CC2C2=C1N=C(N2CC2=CC(=NO2)C2=CC=C(C=C2)F)CCC (4-chloro-1-{[3-(4-fluorophenyl)isoxazol-5-yl]methyl}-2-propyl-1H-imidazo[4,5-c]quinoline). Yield: 20.2%. Reaction SMILES: [C:1](OC)(OC)(OC)[CH2:2][CH2:3][CH3:4].[Cl:11][C:12]1[C:21]([NH2:22])=[C:20]([NH:23][CH2:24][C:25]2[O:29][N:28]=[C:27]([C:30]3[CH:35]=[CH:34][C:33]([F:36])=[CH:32][CH:31]=3)[CH:26]=2)[C:19]2[C:14](=[CH:15][CH:16]=[CH:17][CH:18]=2)[N:13]=1>Cl.N1C=CC=CC=1.C1(C)C=CC=CC=1>[Cl:11][C:12]1[C:21]2[N:22]=[C:1]([CH2:2][CH2:3][CH3:4])[N:23]([CH2:24][C:25]3[O:29][N:28]=[C:27]([C:30]4[CH:31]=[CH:32][C:33]([F:36])=[CH:34][CH:35]=4)[CH:26]=3)[C:20]=2[C:19]2[CH:18]=[CH:17][CH:16]=[CH:15][C:14]=2[N:13]=1 |f:2.3|. Reported procedure: Under a nitrogen atmosphere, pyridine hydrochloride (0.020 g, 0.19 mmol), trimethyl orthobutyrate (2.1 g, 14 mmol), 2-chloro-N4-{[3-(4-fluorophenyl)isoxazol-5-yl]methyl}quinoline-3,4-diamine (3.5 g, 9.5 mmol), and toluene (50 mL) were combined and heated at 110° C. for 18 hours. The volatiles were removed under reduced pressure. The crude product was purified by column chromatography on silica gel (250 g, eluting with 20% to 40% ethyl acetate in hexane) to provide 0.806 g of 4-chloro-1-{[3-(4-fl... Reactants: OC1=CC=NN1C1=NC=CC(=C1)C#N (2-(5-hydroxy-1H-pyrazol-1-yl)pyridine-4-carbonitrile), FC1(CC(C1)CO)F ((3,3-difluorocyclobutyl)methanol). Product: FC1(CC(C1)COC1=CC=NN1C1=NC=CC(=C1)C#N)F (2-[5-[(3,3-difluorocyclobutyl)methoxy]pyrazol-1-yl]pyridine-4-carbonitrile). RXN SMILES: [OH:1][C:2]1[N:6]([C:7]2[CH:12]=[C:11]([C:13]#[N:14])[CH:10]=[CH:9][N:8]=2)[N:5]=[CH:4][CH:3]=1.[F:15][C:16]1([F:22])[CH2:19][CH:18]([CH2:20]O)[CH2:17]1>>[F:15][C:16]1([F:22])[CH2:19][CH:18]([CH2:20][O:1][C:2]2[N:6]([C:7]3[CH:12]=[C:11]([C:13]#[N:14])[CH:10]=[CH:9][N:8]=3)[N:5]=[CH:4][CH:3]=2)[CH2:17]1. Procedure: The title compound was prepared from 2-(5-hydroxy-1H-pyrazol-1-yl)pyridine-4-carbonitrile and (3,3-difluorocyclobutyl)methanol according to the procedure for the preparation of Example 39, part C. 1H NMR (400 MHz, CDCl3): δ 2.48-2.71 (5H, m), 5.14 (2H, d, J=4.4 Hz), 5.64 (1H, d, J=1.6 Hz), 7.34 (1H, dd, J=0.4 Hz, J=4.8 Hz), 7.51 (1H, d, J=2.0 Hz), 7.93 (1H, s), 8.61 (1H, d, J=4.8 Hz). [M+H] Calc'd for C14H12F2N4O, 291. Found, 291. The reactants are amide, FC(C=1C=C(C=CC1)C(=CNC=O)C1=NNC=N1)(F)F (N-[2-(3-trifluoromethyl-phenyl)-2-(1,2,4-triazol-3-yl)ethenyl]formamide). Run in CO (methanol). Yields the product FC(C=1C=C(C=CC1)C=1C=2N(C=NC1)N=CN2)(F)F (8-[3-(trifluoromethyl)-phenyl]-1,2,4-triazolo[1,5-c]pyrimidine). Reaction SMILES: [F:1][C:2]([F:20])([F:19])[C:3]1[CH:4]=[C:5]([C:9]([C:14]2[N:18]=[CH:17][NH:16][N:15]=2)=[CH:10][NH:11][CH:12]=O)[CH:6]=[CH:7][CH:8]=1>CO>[F:1][C:2]([F:20])([F:19])[C:3]1[CH:4]=[C:5]([C:9]2[C:14]3[N:15]([N:16]=[CH:17][N:18]=3)[CH:12]=[N:11][CH:10]=2)[CH:6]=[CH:7][CH:8]=1. Procedure details: The amide from the preceeding example, N-[2-(3-trifluoromethyl-phenyl)-2-(1,2,4-triazol-3-yl)ethenyl]formamide, is dissolved in methanol and the mixture is heated to the reflux temperature for about 60 hours. The solvent is evaporated and the residue is crystallized with the aid of petroleum ether and collected; the product is thereby obtained and is identical with that obtained in Example 16. Reactants: C(C(C)(C)C)(=O)OC (methyl pivalate), C(C)(=O)O (acetic acid), CP(OC)(OC)=O (Dimethyl methylphosphonate), C(CCC)[Li] (n-butyl lithium). The solvent is C1CCOC1 (THF), O (water), C1CCOC1 (THF). Reaction conditions: temperature -78 celsius. The product is CC(C(CP(OC)(OC)=O)=O)(C)C (dimethyl 3,3-dimethyl-2-oxo-butylphosphonate). RXN SMILES: [CH3:1][P:2](=[O:7])([O:5][CH3:6])[O:3][CH3:4].C([Li])CCC.[C:13](OC)(=[O:18])[C:14]([CH3:17])([CH3:16])[CH3:15].C(O)(=O)C>C1COCC1.O>[CH3:15][C:14]([CH3:17])([CH3:16])[C:13](=[O:18])[CH2:1][P:2](=[O:7])([O:5][CH3:6])[O:3][CH3:4]. Procedure: Dimethyl methylphosphonate (13.6 g, 0.11 mol) was dissolved in anhydrous THF (100 ml) under argon atmosphere. To the solution stirred at -78° C. was added dropwise n-butyl lithium (1.61N, 68.3 ml, 0.11 mol) over 30 minutes, and then a solution of commercially available methyl pivalate (5.0 g, 0.043 mol) in anhydrous THF (10 ml) was also added dropwise over 30 minutes. The reaction mixture was warmed to room temperature. Under ice cooling, acetic acid (7 ml) and water (10 ml) were added. After co... The reactants are [OH-].[K+] (potassium hydroxide), O (water), Cl (hydrochloric acid), C(CCCCC)C=1SC(=NN1)C1=CC2=CC=C(C=C2C=C1)OC(C)=O (2-hexyl-5-(6-acetoxynaphthalene-2-yl)-1,3,4-thiadiazole). Run in C(C)O (ethanol). Reaction conditions: time 20 minute. Yields the product C(CCCCC)C=1SC(=NN1)C1=CC2=CC=C(C=C2C=C1)O (2-hexyl-5-(6-hydroxynaphthalene-2-yl)-1,3,4-thiadiazole). Isolated yield 74.3%. RXN SMILES: [OH-].[K+].[CH2:3]([C:9]1[S:10][C:11]([C:14]2[CH:23]=[CH:22][C:21]3[C:16](=[CH:17][CH:18]=[C:19]([O:24]C(=O)C)[CH:20]=3)[CH:15]=2)=[N:12][N:13]=1)[CH2:4][CH2:5][CH2:6][CH2:7][CH3:8].O.Cl>C(O)C>[CH2:3]([C:9]1[S:10][C:11]([C:14]2[CH:23]=[CH:22][C:21]3[C:16](=[CH:17][CH:18]=[C:19]([OH:24])[CH:20]=3)[CH:15]=2)=[N:12][N:13]=1)[CH2:4][CH2:5][CH2:6][CH2:7][CH3:8] |f:0.1|. Procedure: 1.50 g (22.7 mM) of potassium hydroxide was dissolved in 72 ml of ethanol at 60°-65° C. To the solution, 2.90 g (8.18 mM) of 2-hexyl-5-(6-acetoxynaphthalene-2-yl)-1,3,4-thiadiazole was added, followed by stirring for 20 minutes at 60°-65° C. The reaction mixture was poured into 200 ml of iced water and 3 ml of concentrated hydrochloric acid was added thereto to precipitate a crystal. The crystal was recovered by filtration and washed with water to obtain 1.90 g of 2-hexyl-5-(6-hydroxynaphthalene... The reactants are O1CCN(CC1)CC1=CC=C(OCCCCCCN2C(C=3C(C2=O)=CC=CC3)=O)C=C1 (N-(6-[4-(morpholinomethyl)phenoxy]hexyl)phthalimide), O.NN (hydrazine hydrate). The solvent is C(C)O.C1CCOC1 (ethanol THF). Yields the product O1CCN(CC1)CC1=CC=C(OCCCCCCN)C=C1 (6-[4-(Morpholinomethyl)phenoxy]hexylamine). Reaction SMILES: [O:1]1[CH2:6][CH2:5][N:4]([CH2:7][C:8]2[CH:31]=[CH:30][C:11]([O:12][CH2:13][CH2:14][CH2:15][CH2:16][CH2:17][CH2:18][N:19]3C(=O)C4=CC=CC=C4C3=O)=[CH:10][CH:9]=2)[CH2:3][CH2:2]1.O.NN>C(O)C.C1COCC1>[O:1]1[CH2:2][CH2:3][N:4]([CH2:7][C:8]2[CH:9]=[CH:10][C:11]([O:12][CH2:13][CH2:14][CH2:15][CH2:16][CH2:17][CH2:18][NH2:19])=[CH:30][CH:31]=2)[CH2:5][CH2:6]1 |f:1.2,3.4|. Procedure details: To a solution of N-(6-[4-(morpholinomethyl)phenoxy]hexyl)phthalimide (1.66 g, 3.94 mmol) in 1:1 ethanol/THF (28 mL) under nitrogen atmosphere was added hydrazine hydrate (1.4 mL, 29 mmol). The reaction was heated to reflux overnight, then cooled and concentrated. THF was added (30 mL) and the mixture sonicated for 30 min, followed by filtration. The filtrate was concentrated, redissolved in 10 mL THF, and dried with Na2SO4. Concentration gave the title compound.